Dataset: the Open Reaction Database (ORD), a public repository of structured organic reaction records. Task: describe an organic reaction: reactants, conditions, products, and yield The reactants are IC1=CC(=CC=C1)OC(F)(F)F (1-iodo-3-(trifluoromethoxy)benzene), C1(=CC=CC=C1)P(C1=CC=CC=C1)C1=CC=CC=C1 (triphenylphosphine), C(C#C)O (propargyl alcohol), C(C)(C)N(CC)C(C)C (diisopropylethylamine). Reagents/catalysts: [Cu]I (copper(I) iodide), C1=CC=C(C=C1)/C=C/C(=O)/C=C/C2=CC=CC=C2.C1=CC=C(C=C1)/C=C/C(=O)/C=C/C2=CC=CC=C2.C1=CC=C(C=C1)/C=C/C(=O)/C=C/C2=CC=CC=C2.C(Cl)(Cl)Cl.[Pd].[Pd] (tris(dibenzylideneacetone)dipalladium(0) chloroform adduct). Run in [Cl-].[Na+].O (brine), O1CCCC1 (tetrahydrofuran). Conditions: time 15 hour. Yields the product FC(OC=1C=C(C=CC1)C#CCO)(F)F (3-(3-trifluoromethoxyphenyl)-2-propyne-1-ol). As a reaction SMILES: I[C:2]1[CH:7]=[CH:6][CH:5]=[C:4]([O:8][C:9]([F:12])([F:11])[F:10])[CH:3]=1.C1(P(C2C=CC=CC=2)C2C=CC=CC=2)C=CC=CC=1.[CH2:32]([OH:35])[C:33]#[CH:34].C(N(C(C)C)CC)(C)C>[Cl-].[Na+].O.[Cu]I.C1C=CC(/C=C/C(/C=C/C2C=CC=CC=2)=O)=CC=1.C1C=CC(/C=C/C(/C=C/C2C=CC=CC=2)=O)=CC=1.C1C=CC(/C=C/C(/C=C/C2C=CC=CC=2)=O)=CC=1.C(Cl)(Cl)Cl.[Pd].[Pd].O1CCCC1>[F:10][C:9]([F:12])([F:11])[O:8][C:4]1[CH:3]=[C:2]([C:34]#[C:33][CH2:32][OH:35])[CH:7]=[CH:6][CH:5]=1 |f:4.5.6,8.9.10.11.12.13|. Procedure details: A mixture of 1-iodo-3-(trifluoromethoxy)benzene (5.00 g), copper(I) iodide (66.3 mg), triphenylphosphine (228 mg), tris(dibenzylideneacetone)dipalladium(0) chloroform adduct (360 mg), propargyl alcohol (1.13 ml), diisopropylethylamine (12.1 ml) and tetrahydrofuran (100 ml) was stirred at room temperature for 15 hr. The reaction mixture was added to brine, and the mixture was extracted with ethyl acetate, washed with saturated brine, and dried over anhydrous magnesium sulfate. The solvent was eva... Reactants: N[C@H](CO)C\C=C(/C)\C1=CC=CC=C1 ((E)-(2S)-2-amino-5-phenyl-hex-4-en-1-ol). The reagents and catalysts are [Pd] (palladium on charcoal). Run in CO (methanol). Reaction conditions: time 2 hour. Product: N[C@H](CO)CCC(C)C1=CC=CC=C1 ((2S)-2-Amino-5-phenyl-hexan-1-ol). RXN SMILES: [NH2:1][C@@H:2]([CH2:5]/[CH:6]=[C:7](/[C:9]1[CH:14]=[CH:13][CH:12]=[CH:11][CH:10]=1)\[CH3:8])[CH2:3][OH:4]>CO.[Pd]>[NH2:1][C@@H:2]([CH2:5][CH2:6][CH:7]([C:9]1[CH:10]=[CH:11][CH:12]=[CH:13][CH:14]=1)[CH3:8])[CH2:3][OH:4]. Procedure: To a solution of (E)-(2S)-2-amino-5-phenyl-hex-4-en-1-ol (180 mg) in methanol (25 ml) at room temperature was added 10% palladium on charcoal (50 mg). The mixture was stirred under an atmosphere of hydrogen (1 atm) at room temperature for 2 h. The catalyst was removed by filtration and the filtrate was concentrated in vacuo to yield a colourless oil, (160 mg, 88%); MS (ISP): 194.3 ([M+H]+).